Dataset: the Open Reaction Database (ORD), a public repository of structured organic reaction records. Task: describe an organic reaction: reactants, conditions, products, and yield Reactants: FC1=CC=C(C=C1)CC1=CN=C2C(=C(C(N(C2=C1)CCCS(=O)(=O)C)=O)C(=O)OCC)O (ethyl 7-[(4-fluorophenyl)methyl]-4-hydroxy-1-[3-(methylsulfonyl)propyl]-2-oxo-1,2-dihydro-1,5-naphthyridine-3-carboxylate), NCC(C)O (1-amino-2-propanol). The product is FC1=CC=C(C=C1)CC1=CN=C2C(=C(C(N(C2=C1)CCCS(=O)(=O)C)=O)C(=O)NCC(C)O)O (7-[(4-fluorophenyl)methyl]-4-hydroxy-N-(2-hydroxypropyl)-1-[3-(methylsulfonyl)propyl]-2-oxo-1,2-dihydro-1,5-naphthyridine-3-carboxamide). RXN SMILES: [F:1][C:2]1[CH:7]=[CH:6][C:5]([CH2:8][C:9]2[CH:18]=[C:17]3[C:12]([C:13]([OH:32])=[C:14]([C:27](OCC)=[O:28])[C:15](=[O:26])[N:16]3[CH2:19][CH2:20][CH2:21][S:22]([CH3:25])(=[O:24])=[O:23])=[N:11][CH:10]=2)=[CH:4][CH:3]=1.[NH2:33][CH2:34][CH:35]([OH:37])[CH3:36]>>[F:1][C:2]1[CH:3]=[CH:4][C:5]([CH2:8][C:9]2[CH:18]=[C:17]3[C:12]([C:13]([OH:32])=[C:14]([C:27]([NH:33][CH2:34][CH:35]([OH:37])[CH3:36])=[O:28])[C:15](=[O:26])[N:16]3[CH2:19][CH2:20][CH2:21][S:22]([CH3:25])(=[O:24])=[O:23])=[N:11][CH:10]=2)=[CH:6][CH:7]=1. Procedure: This compound was prepared from ethyl 7-[(4-fluorophenyl)methyl]-4-hydroxy-1-[3-(methylsulfonyl)propyl]-2-oxo-1,2-dihydro-1,5-naphthyridine-3-carboxylate and 1-amino-2-propanol employing methods similar to those described in Example 202 and was obtained as a pale yellow solid. 1H NMR (400 MHz, CDCl3) δ 10.33 (t, J=5.1 Hz, 1 H), 8.56 (s, 1 H), 7.67 (s, 1 H), 7.21 (dd, J=8.2, 5.4 Hz, 2 H), 7.01 (t, J=8.5 Hz, 2 H), 4.37 (t, J=7.7 Hz, 2 H), 4.12 (s, 2 H), 4.08 (m, 2 H), 3.62 (m, 1 H), 3.35 (m, 1 H),... The product is OCC1=C(c2ccccc2F)CCCC1. The reactants are [Al+3], C1CCOC1, CCOC(=O)C1=C(c2ccccc2F)CCCC1, [H-], [H-], [H-], [H-], [Li+], [Mg+2], [Na+], O=S(=O)([O-])[O-], [OH-], O. Reaction SMILES: [Al+3:2].[CH2:33]1[O:34][CH2:35][CH2:36][CH2:37]1.[F:7][c:8]1[c:9]([C:14]2=[C:15]([C:20](=[O:21])[O:22][CH2:23][CH3:24])[CH2:16][CH2:17][CH2:18][CH2:19]2)[cH:10][cH:11][cH:12][cH:13]1.[H-:1].[H-:4].[H-:5].[H-:6].[Li+:3].[Mg+2:27].[Na+:26].[O-:28][S:29](=[O:30])(=[O:31])[O-:32].[OH-:25].[OH2:38]>>[F:7][c:8]1[c:9]([C:14]2=[C:15]([CH2:20][OH:21])[CH2:16][CH2:17][CH2:18][CH2:19]2)[cH:10][cH:11][cH:12][cH:13]1. Starting materials: COc1ccc2cc(Br)ccc2c1, CC(=O)OC12CC3CC(CC(C3)C1)C2, CCCCCCC, CCO, O=S(=O)(O)O. Product: COc1cc2ccc(Br)cc2cc1C12CC3CC(CC(C3)C1)C2. As a reaction SMILES: [Br:27][c:28]1[cH:29][c:30]2[cH:31][cH:32][c:33]([O:38][CH3:39])[cH:34][c:35]2[cH:36][cH:37]1.[C:1]([O:2][C:5]12[CH2:6][CH:7]3[CH2:8][CH:9]([CH2:10][CH:11]([CH2:12]1)[CH2:13]3)[CH2:14]2)(=[O:3])[CH3:4].[CH3:15][CH2:16][CH2:17][CH2:18][CH2:19][CH2:20][CH3:21].[CH3:40][CH2:41][OH:42].[S:22](=[O:23])(=[O:24])([OH:25])[OH:26]>>[C:5]12([c:32]3[cH:31][c:30]4[cH:29][c:28]([Br:27])[cH:37][cH:36][c:35]4[cH:34][c:33]3[O:38][CH3:39])[CH2:6][CH:7]3[CH2:8][CH:9]([CH2:10][CH:11]([CH2:12]1)[CH2:13]3)[CH2:14]2. Starting materials: CC(=O)OCCN1C(=O)C(NC(=O)OC(C)(C)C)N=C(c2ccccc2F)c2ccccc21, O=C([O-])[O-], CCO, [K+], [K+]. Product: CC(C)(C)OC(=O)NC1N=C(c2ccccc2F)c2ccccc2N(CCO)C1=O. As a reaction SMILES: [C:1](=[O:2])([CH3:3])[O:4][CH2:5][CH2:6][N:7]1[C:8](=[O:33])[CH:9]([NH:25][C:26](=[O:27])[O:28][C:29]([CH3:30])([CH3:31])[CH3:32])[N:10]=[C:11]([c:18]2[c:19]([F:24])[cH:20][cH:21][cH:22][cH:23]2)[c:12]2[c:13]1[cH:14][cH:15][cH:16][cH:17]2.[C:34](=[O:35])([O-:36])[O-:37].[CH3:40][CH2:41][OH:42].[K+:38].[K+:39]>>[OH:4][CH2:5][CH2:6][N:7]1[C:8](=[O:33])[CH:9]([NH:25][C:26](=[O:27])[O:28][C:29]([CH3:30])([CH3:31])[CH3:32])[N:10]=[C:11]([c:18]2[c:19]([F:24])[cH:20][cH:21][cH:22][cH:23]2)[c:12]2[c:13]1[cH:14][cH:15][cH:16][cH:17]2. The reactants are CN1CCC(CC1)N1C(C=2C=C3C(=CC2C1=O)NC(=N3)C=3C(NC=CC3N[C@H](CC3=C(C(=CC(=C3F)F)F)F)C)=O)=O ((S)-6-(1-methylpiperidin-4-yl)-2-(2-oxo-4-(1-(2,3,5,6-tetrafluorophenyl)propan-2-ylamino)-1,2-dihydropyridin-3-yl)imidazo[4,5-f]isoindole-5,7(1H,6H)-dione), CN1CCC(CC1)N1C(C=2C=C3C(=CC2C1=O)NC(=N3)C=3C(NC=CC3N[C@H](CC3=C(C(=CC(=C3F)F)F)F)C)=O)=O ((S)-6-(1-methylpiperidin-4-yl)-2-(2-oxo-4-(1-(2,3,5,6-tetrafluorophenyl)propan-2-ylamino)-1,2-dihydropyridin-3-yl)imidazo[4,5-f]isoindole-5,7(1H,6H)-dione). The reagents and catalysts are [Zn] (zinc). The solvent is C(C)(=O)O (acetic acid). Yields the product CN1CCC(CC1)N1C(C=2C=C3C(=CC2C1)N=C(N3)C=3C(NC=CC3N[C@H](CC3=C(C(=CC(=C3F)F)F)F)C)=O)=O ((S)-6-(1-Methylpiperidin-4-yl)-2-(2-oxo-4-(1-(2,3,5,6-tetrafluorophenyl) propan-2-ylamino)-1,2-dihydropyridin-3-yl)-6,7-dihydroimidazo[4,5-f]isoindol-5(3H)-one). Yield: 13.8%. RXN SMILES: [CH3:1][N:2]1[CH2:7][CH2:6][CH:5]([N:8]2[C:16](=O)[C:15]3[CH:14]=[C:13]4[NH:18][C:19]([C:21]5[C:22](=[O:41])[NH:23][CH:24]=[CH:25][C:26]=5[NH:27][C@@H:28]([CH3:40])[CH2:29][C:30]5[C:35]([F:36])=[C:34]([F:37])[CH:33]=[C:32]([F:38])[C:31]=5[F:39])=[N:20][C:12]4=[CH:11][C:10]=3[C:9]2=[O:42])[CH2:4][CH2:3]1>C(O)(=O)C.[Zn]>[CH3:1][N:2]1[CH2:7][CH2:6][CH:5]([N:8]2[CH2:16][C:15]3[CH:14]=[C:13]4[N:18]=[C:19]([C:21]5[C:22](=[O:41])[NH:23][CH:24]=[CH:25][C:26]=5[NH:27][C@@H:28]([CH3:40])[CH2:29][C:30]5[C:31]([F:39])=[C:32]([F:38])[CH:33]=[C:34]([F:37])[C:35]=5[F:36])[NH:20][C:12]4=[CH:11][C:10]=3[C:9]2=[O:42])[CH2:4][CH2:3]1. Procedure details: To a solution of (S)-6-(1-methylpiperidin-4-yl)-2-(2-oxo-4-(1-(2,3,5,6-tetrafluorophenyl)propan-2-ylamino)-1,2-dihydropyridin-3-yl)imidazo[4,5-f]isoindole-5,7(1H,6H)-dione (Compound 27) (0.30 g, 0.51 mmol) in 50 mL of acetic acid was added zinc powder (0.64 g, 7.65 mmol). The mixture was heated to reflux for 16 h and filtered through Celite. Acetic acid was removed under vacuum and the residue was taken up with 10 mL of MeOH. Reverse phase chromatography purification yielded the title compound a... The reactants are O=C([O-])O, O=C(Cl)OCc1ccccc1, ClCCl, CC(C)=O, COC(=O)c1cccc(N)n1, [Na+], O, O. Yields the product COC(=O)c1cccc(NC(=O)OCc2ccccc2)n1. As a reaction SMILES: [C:12](=[O:13])([OH:14])[O-:15].[CH2:17]([c:18]1[cH:19][cH:20][cH:21][cH:22][cH:23]1)[O:24][C:25](=[O:26])[Cl:27].[CH2:34]([Cl:35])[Cl:36].[CH3:30][C:31]([CH3:32])=[O:33].[NH2:1][c:2]1[cH:3][cH:4][cH:5][c:6]([C:8](=[O:9])[O:10][CH3:11])[n:7]1.[Na+:16].[OH2:28].[OH2:29]>>[NH:1]([c:2]1[cH:3][cH:4][cH:5][c:6]([C:8](=[O:9])[O:10][CH3:11])[n:7]1)[C:25]([O:24][CH2:17][c:18]1[cH:19][cH:20][cH:21][cH:22][cH:23]1)=[O:26]. Procedure: The reaction and workup were carried out in the same manner as described in Example 1 using p-bromobenzoic acid N-cyclopentyl-N-cyclohexyl amide (2.285 g, 6.52 mmol), 3,4,5-trimethoxy phenol (1.199 g, 6.51 mmol) and cuprous oxide (486 mg, 3.40 mmol) in 2,4,6-collidine (15 ml). The crude product was chromatographed on silica gel using mixtures of ethyl acetate and hexane as eluents to give the title compound as a crystalline solid that could be recrystallized from ethyl acetate and hexane, m. pt.... The solvent is N1=C(C=C(C=C1C)C)C (2,4,6-collidine). RXN SMILES: [CH:1]1([N:6]([CH:16]2[CH2:21][CH2:20][CH2:19][CH2:18][CH2:17]2)[C:7](=[O:15])[C:8]2[CH:13]=[CH:12][C:11](Br)=[CH:10][CH:9]=2)[CH2:5][CH2:4][CH2:3][CH2:2]1.[CH3:22][O:23][C:24]1[CH:25]=[C:26]([OH:34])[CH:27]=[C:28]([O:32][CH3:33])[C:29]=1[O:30][CH3:31]>N1C(C)=CC(C)=CC=1C>[CH:16]1([N:6]([CH:1]2[CH2:5][CH2:4][CH2:3][CH2:2]2)[C:7](=[O:15])[C:8]2[CH:13]=[CH:12][C:11]([O:34][C:26]3[CH:27]=[C:28]([O:32][CH3:33])[C:29]([O:30][CH3:31])=[C:24]([O:23][CH3:22])[CH:25]=3)=[CH:10][CH:9]=2)[CH2:21][CH2:20][CH2:19][CH2:18][CH2:17]1. The reactants are C1(CCCC1)N(C(C1=CC=C(C=C1)Br)=O)C1CCCCC1 (p-bromobenzoic acid N-cyclopentyl-N-cyclohexyl amide), COC=1C=C(C=C(C1OC)OC)O (3,4,5-trimethoxy phenol), cuprous oxide. Product: C1(CCCCC1)N(C(C1=CC=C(C=C1)OC1=CC(=C(C(=C1)OC)OC)OC)=O)C1CCCC1 (N-cyclohexyl-N-cyclopentyl-4-(3,4,5-trimethoxyphenoxy)benzamide). The reactants are ClC1=CN(C2=CC(=CC=C12)CO)S(=O)(=O)C1(CC=CC=C1)C ([3-chloro-1-(toluene-1-sulfonyl)-1H-indol-6-yl]-methanol), P(Br)(Br)Br (phosphorous tribromide), CCOCC (Et2O). Conditions: temperature 0 celsius, time 15 minute. Product: BrCC1=CC=C2C(=CN(C2=C1)S(=O)(=O)C1=CC=C(C=C1)C)Cl (6-Bromomethyl-3-chloro-1-(toluene-4-sulfonyl)-1H-indole). Reaction SMILES: [Cl:1][C:2]1[C:10]2[C:5](=[CH:6][C:7]([CH2:11]O)=[CH:8][CH:9]=2)[N:4]([S:13]([C:16]2(C)[CH:21]=[CH:20]C=[CH:18][CH2:17]2)(=[O:15])=[O:14])[CH:3]=1.P(Br)(Br)[Br:24].CCO[CH2:30][CH3:31]>>[Br:24][CH2:11][C:7]1[CH:6]=[C:5]2[C:10]([C:2]([Cl:1])=[CH:3][N:4]2[S:13]([C:16]2[CH:21]=[CH:20][C:30]([CH3:31])=[CH:18][CH:17]=2)(=[O:15])=[O:14])=[CH:9][CH:8]=1. Procedure: To a solution of [3-chloro-1-(toluene-1-sulfonyl)-1H-indol-6-yl]-methanol (0.45 g, 1.34 mmol) in 13 mL of Et2O at 0° C. is added phosphorous tribromide (0.04 mL, 0.40 mmol). The mixture is stirred at 0° C. for 15 min, then at room temperature for 2 hours. The mixture is quenched by the addition of water/ice and diluted with Et2O. The layers are separated and the organic phase is washed with saturated NaHCO3 solution, water and saturated NaCl solution. The organic layer is dried over anhydrous Mg... Reactants: ClC=1C=C(C=CC1)C1=CC=CC(=N1)C(=O)O (6-(3-chlorophenyl)-2-pyridinecarboxylic acid), NC(C(=O)N(C)C)(CC)CC (2-amino-2-ethyl-N,N-dimethyl-butyramide). Product: CN(C(=O)C(CC)(CC)NC(=O)C1=NC(=CC=C1)C1=CC(=CC=C1)Cl)C (6-(3-Chloro-phenyl)-pyridine-2-carboxylic acid (1-dimethylcarbamoyl-1-ethyl-propyl)-amide). RXN SMILES: [Cl:1][C:2]1[CH:3]=[C:4]([C:8]2[N:13]=[C:12]([C:14]([OH:16])=O)[CH:11]=[CH:10][CH:9]=2)[CH:5]=[CH:6][CH:7]=1.[NH2:17][C:18]([CH2:26][CH3:27])([CH2:24][CH3:25])[C:19]([N:21]([CH3:23])[CH3:22])=[O:20]>>[CH3:23][N:21]([CH3:22])[C:19]([C:18]([NH:17][C:14]([C:12]1[CH:11]=[CH:10][CH:9]=[C:8]([C:4]2[CH:5]=[CH:6][CH:7]=[C:2]([Cl:1])[CH:3]=2)[N:13]=1)=[O:16])([CH2:24][CH3:25])[CH2:26][CH3:27])=[O:20]. Reported procedure: The title compound was synthesized in analogy to Example 1, using 6-(3-chlorophenyl)-2-pyridinecarboxylic acid (CAN 863704-38-5) and 2-amino-2-ethyl-N,N-dimethyl-butyramide as starting materials, MS (EI): 374.2 [M+H]+. The reactants are N([C@@H](CC1=CNC2=CC=CC=C12)C(=O)N1[C@H](C(=O)N[C@@H](CSC(C2=CC=CC=C2)(C2=CC=CC=C2)C2=CC=CC=C2)C(=O)N)CCC1)C(=O)OC(C)(C)C (Boc-Trp-Pro-Cys(Trt)-NH2), C(=O)O (formic acid), C(C)(=O)OCC (ethyl acetate). Solvent: O (water). Reaction conditions: time 60 minute. Product: N[C@@H](CC1=CNC2=CC=CC=C12)C(=O)N1[C@H](C(=O)N[C@@H](CSC(C2=CC=CC=C2)(C2=CC=CC=C2)C2=CC=CC=C2)C(=O)N)CCC1 (H-Trp-Pro-Cys(Trt)-NH2). Reaction SMILES: [NH:1](C(OC(C)(C)C)=O)[C@H:2]([C:13]([N:15]1[CH2:47][CH2:46][CH2:45][C@H:16]1[C:17]([NH:19][C@H:20]([C:42]([NH2:44])=[O:43])[CH2:21][S:22][C:23]([C:36]1[CH:41]=[CH:40][CH:39]=[CH:38][CH:37]=1)([C:30]1[CH:35]=[CH:34][CH:33]=[CH:32][CH:31]=1)[C:24]1[CH:29]=[CH:28][CH:27]=[CH:26][CH:25]=1)=[O:18])=[O:14])[CH2:3][C:4]1[C:12]2[C:7](=[CH:8][CH:9]=[CH:10][CH:11]=2)[NH:6][CH:5]=1.C(O)=O.C(OCC)(=O)C>O>[NH2:1][C@H:2]([C:13]([N:15]1[CH2:47][CH2:46][CH2:45][C@H:16]1[C:17]([NH:19][C@H:20]([C:42]([NH2:44])=[O:43])[CH2:21][S:22][C:23]([C:24]1[CH:25]=[CH:26][CH:27]=[CH:28][CH:29]=1)([C:30]1[CH:31]=[CH:32][CH:33]=[CH:34][CH:35]=1)[C:36]1[CH:41]=[CH:40][CH:39]=[CH:38][CH:37]=1)=[O:18])=[O:14])[CH2:3][C:4]1[C:12]2[C:7](=[CH:8][CH:9]=[CH:10][CH:11]=2)[NH:6][CH:5]=1. Procedure: To the Boc-Trp-Pro-Cys(Trt)-NH2 (100 gm), added formic acid (800 ml) at temperature of about 20° C. to about 35° C. Stirred for 60 minutes at same temperature and charged ethyl acetate, DM water to the reaction mass and separated the aqueous and organic layers. Washed the organic layer with DM water and separated the layers. Taken organic layer and cooled to about 0° C. to about 10° C. and adjusted pH to 10-12 with 8N aqueous sodium hydroxide solution. Heated the solution to about 25° C. to abou...